This data is from the Open Reaction Database (ORD), a public repository of structured organic reaction records. The task is: describe an organic reaction: reactants, conditions, products, and yield Starting materials: C(C)N(CCN1C(=O)C(=O)C2=C(C=CC=C12)Br)CC.N1C(=O)C(=O)C2=CC=CC=C12 (isatin 1-(2-diethylaminoethyl)-4-bromoisatin), [Li]CCCC (n-BuLi), BrC=1C=NC=CC1 (3-bromopyridine), [NH4+].[Cl-] (NH4Cl). The solvent is CCOCC (Et2O), CCOCC (Et2O), CCOCC (Et2O). Run at temperature -78 celsius, time 30 minute. Product: C(C)N(CCN1C(C(C2=C(C=CC=C12)Br)(C=1C=NC=CC1)O)=O)CC (1-(2-Diethylaminoethyl)-3-hydroxy-3-(3-pyridyl)-4-bromooxindole). The yield is 51.8%. As a reaction SMILES: [Li]CCCC.Br[C:7]1[CH:8]=[N:9][CH:10]=[CH:11][CH:12]=1.[CH2:13]([N:15]([CH2:30][CH3:31])[CH2:16][CH2:17][N:18]1[C:28]2[C:23](=[C:24]([Br:29])[CH:25]=[CH:26][CH:27]=2)[C:21](=[O:22])[C:19]1=[O:20])[CH3:14].N1C2C(=CC=CC=2)C(=O)C1=O.[NH4+].[Cl-]>CCOCC>[CH2:30]([N:15]([CH2:13][CH3:14])[CH2:16][CH2:17][N:18]1[C:28]2[C:23](=[C:24]([Br:29])[CH:25]=[CH:26][CH:27]=2)[C:21]([OH:22])([C:7]2[CH:8]=[N:9][CH:10]=[CH:11][CH:12]=2)[C:19]1=[O:20])[CH3:31] |f:2.3,4.5|. Procedure details: To a solution of n-BuLi (0.16 mL, 1.0 eq, 1.53 M in hexanes) at −78° C., in anhydrous Et2O (1.0 mL), and under a nitrogen atmosphere was added a solution of 3-bromopyridine (40.8 mg, 0.0249 mL, 1.05 eq) in anhydrous Et2O (0.5 mL). The resulting light yellow coloured precipitate was stirred at −78° C. for 30 minutes and then a solution of isatin 1-(2-diethylaminoethyl)-4-bromoisatin (80.0 mg, 2.46×10−4), in anhydrous Et2O (1.5 mL) was added dropwise. The solution was stirred for a further 7.5 hou...